From a dataset of the Open Reaction Database (ORD), a public repository of structured organic reaction records. describe an organic reaction: reactants, conditions, products, and yield The reactants are Cc1cc(F)ccc1-c1cc(N2CCNCC2COCc2ccccc2)ncc1N(C)C(=O)C(C)(C)c1cc(C(F)(F)F)cc(C(F)(F)F)c1, C1CCOC1, CC(=O)OC(C)=O, O=CO. Product: Cc1cc(F)ccc1-c1cc(N2CCN(C=O)CC2COCc2ccccc2)ncc1N(C)C(=O)C(C)(C)c1cc(C(F)(F)F)cc(C(F)(F)F)c1. As a reaction SMILES: [CH2:11]([c:12]1[cH:13][cH:14][cH:15][cH:16][cH:17]1)[O:18][CH2:19][CH:20]1[N:21]([c:26]2[cH:27][c:28](-[c:53]3[c:54]([CH3:60])[cH:55][c:56]([F:59])[cH:57][cH:58]3)[c:29]([N:32]([C:33]([C:34]([CH3:35])([CH3:36])[c:37]3[cH:38][c:39]([C:47]([F:48])([F:49])[F:50])[cH:40][c:41]([C:43]([F:44])([F:45])[F:46])[cH:42]3)=[O:51])[CH3:52])[cH:30][n:31]2)[CH2:22][CH2:23][NH:24][CH2:25]1.[CH2:61]1[O:62][CH2:63][CH2:64][CH2:65]1.[CH3:1][C:2](=[O:3])[O:4][C:5](=[O:6])[CH3:7].[CH:8]([OH:9])=[O:10]>>[CH:2](=[O:3])[N:24]1[CH2:23][CH2:22][N:21]([c:26]2[cH:27][c:28](-[c:53]3[c:54]([CH3:60])[cH:55][c:56]([F:59])[cH:57][cH:58]3)[c:29]([N:32]([C:33]([C:34]([CH3:35])([CH3:36])[c:37]3[cH:38][c:39]([C:47]([F:48])([F:49])[F:50])[cH:40][c:41]([C:43]([F:44])([F:45])[F:46])[cH:42]3)=[O:51])[CH3:52])[cH:30][n:31]2)[CH:20]([CH2:19][O:18][CH2:11][c:12]2[cH:13][cH:14][cH:15][cH:16][cH:17]2)[CH2:25]1. The reactants are FC(C(=O)O)(F)F (trifluoroacetic acid), ClC1=C(C=CC(=C1)Cl)C1=CC=2C3C(NC2C=C1)CCN(C3)C(=O)OC(C)(C)C (tert-butyl 8-(2,4-dichlorophenyl)-1,3,4,4a,5,9b-hexahydro-2H-pyrido[4,3-b]indole-2-carboxylate). The solvent is ClCCl (dichloromethane). Conditions: temperature 0 celsius, time 45 minute. Yields the product ClC1=C(C=CC(=C1)Cl)C1=CC=2C3C(NC2C=C1)CCNC3 (8-(2,4-dichlorophenyl)-2,3,4,4a,5,9b-hexahydro-1H-pyrido[4,3-b]indole). Yield: 61.7%. RXN SMILES: FC(F)(F)C(O)=O.[Cl:8][C:9]1[CH:14]=[C:13]([Cl:15])[CH:12]=[CH:11][C:10]=1[C:16]1[CH:24]=[CH:23][C:22]2[NH:21][CH:20]3[CH2:25][CH2:26][N:27](C(OC(C)(C)C)=O)[CH2:28][CH:19]3[C:18]=2[CH:17]=1>ClCCl>[Cl:8][C:9]1[CH:14]=[C:13]([Cl:15])[CH:12]=[CH:11][C:10]=1[C:16]1[CH:24]=[CH:23][C:22]2[NH:21][CH:20]3[CH2:25][CH2:26][NH:27][CH2:28][CH:19]3[C:18]=2[CH:17]=1. Procedure: In a 50 ml flask, tert-butyl 8-(2,4-dichlorophenyl)-1,3,4,4a,5,9b-hexahydro-2H-pyrido[4,3-b]indole-2-carboxylate (215 mg) was dissolved in 5 mL dichloromethane and cooled to 0° C. with an ice bath. After the addition of 5 mL trifluoroacetic acid, the reaction stirred at room temperature for 45 minutes. The reaction was concentrated in vacuo then diluted with 5M sodium hydroxide. After three ethyl acetate extractions, the combined organics were washed with brine then dried over magnesium sulfate ... The reactants are COC(=O)C=1C=NC=C(C1)C(C)=O (5-acetyl-3-pyridinecarboxylic acid methyl ester), N (ammonia). Conditions: time 2 hour. Product: C(C)(=O)C=1C=NC=C(C1)C(N)=O (3-acetyl-5-carbamoylpyridine). Reaction SMILES: C[O:2][C:3]([C:5]1[CH:6]=[N:7][CH:8]=[C:9]([C:11](=[O:13])[CH3:12])[CH:10]=1)=O.[NH3:14]>>[C:11]([C:9]1[CH:8]=[N:7][CH:6]=[C:5]([C:3](=[O:2])[NH2:14])[CH:10]=1)(=[O:13])[CH3:12]. Reported procedure: A suspension of 5-acetyl-3-pyridinecarboxylic acid methyl ester (5.0 g) in 28% ammonia solution (30 ml) was stirred at room temperature for 2 hours. The resulting precipitate was collected by filtration to afford 3-acetyl-5-carbamoylpyridine (3.38 g). The reactants are CC1=C(C(=NC(=N1)C1=CC=CC=C1)C1=CC(=CC=C1)[N+](=O)[O-])CNC(=S)N (6-methyl-4-(3-nitrophenyl)-2-phenyl-5-thioureidomethylpyrimidine), CI (methyl iodide), CN(C=O)C (N,N-dimethylformamide). RXN SMILES: [CH3:1][C:2]1[N:7]=[C:6]([C:8]2[CH:13]=[CH:12][CH:11]=[CH:10][CH:9]=2)[N:5]=[C:4]([C:14]2[CH:19]=[CH:18][CH:17]=[C:16]([N+:20]([O-:22])=[O:21])[CH:15]=2)[C:3]=1[CH2:23][NH:24][C:25]([NH2:27])=S.[CH3:28]I.C[N:31]([CH3:34])C=O>>[N:31]1[CH2:34][CH2:28][NH:27][C:25]=1[NH:24][CH2:23][C:3]1[C:4]([C:14]2[CH:19]=[CH:18][CH:17]=[C:16]([N+:20]([O-:22])=[O:21])[CH:15]=2)=[N:5][C:6]([C:8]2[CH:13]=[CH:12][CH:11]=[CH:10][CH:9]=2)=[N:7][C:2]=1[CH3:1]. Product: N1=C(NCC1)NCC=1C(=NC(=NC1C)C1=CC=CC=C1)C1=CC(=CC=C1)[N+](=O)[O-] (5-(1-imidazolin-2-ylaminomethyl)-6-methyl-4-(3-nitrophenyl)-2-phenylpyrimidine). Run at time 7 hour. Procedure details: A mixture of 6-methyl-4-(3-nitrophenyl)-2-phenyl-5-thioureidomethylpyrimidine (0.7 g) and methyl iodide (0.31 g) in N,N-dimethylformamide (20 ml) was stirred for 7 hours at a room temperature. After evaporating the solvent in vacuo, the residual product was dissolved in ethanol (14 ml). Ethylenediamine (0.33 g) was added thereto and refluxed for 2 hours. After cooling, the reaction mixture was poured into a mixture of chloroform (50 ml) and water (100 ml), and adjusted pH to 11.0 with 10% aqueou... Starting materials: C(C)(=O)C1=C(N=CO1)C (5-Acetyl-4-methyloxazole), [Li]C=1OC=CC1 (2-lithiofuran). The solvent is C(C)OCC (diethylether), C(C)OCC (diethylether). Conditions: time 8 hour. Product: O1C(=CC=C1)C(C)(O)C1=C(N=CO1)C (1-(2-Furyl)-1-(4-methyl-5-oxazolyl)ethanol). RXN SMILES: [C:1]([C:4]1[O:8][CH:7]=[N:6][C:5]=1[CH3:9])(=[O:3])[CH3:2].[Li][C:11]1[O:12][CH:13]=[CH:14][CH:15]=1>C(OCC)C>[O:12]1[CH:13]=[CH:14][CH:15]=[C:11]1[C:1]([C:4]1[O:8][CH:7]=[N:6][C:5]=1[CH3:9])([OH:3])[CH3:2]. Procedure details: 5-Acetyl-4-methyloxazole (4 g) in dry diethylether was added dropwise to a stirred solution of 2-lithiofuran (1 equivalent) in diethylether at -20° C. The mixture was allowed to warm to room temperature and was then left overnight. Work-up and flash chromatography then gave the title compound as a white solid, m.p. 73°-75° C.